This data is from the Open Reaction Database (ORD), a public repository of structured organic reaction records. The task is: describe an organic reaction: reactants, conditions, products, and yield Starting materials: CC1(C)OC(=O)CC(=O)O1, CN(C)c1ccncc1, O=C(Cl)c1ccccc1Cl, ClCCl. Product: CC1(C)OC(=O)C(C(=O)c2ccccc2Cl)C(=O)O1. Reaction SMILES: [CH3:1][C:2]1([CH3:10])[O:3][C:4](=[O:9])[CH2:5][C:6](=[O:8])[O:7]1.[CH3:21][N:22]([CH3:23])[c:24]1[cH:25][cH:26][n:27][cH:28][cH:29]1.[Cl:11][C:12](=[O:13])[c:14]1[cH:15][cH:16][cH:17][cH:18][c:19]1[Cl:20].[Cl:30][CH2:31][Cl:32]>>[CH3:1][C:2]1([CH3:10])[O:3][C:4](=[O:9])[CH:5]([C:12](=[O:13])[c:14]2[cH:15][cH:16][cH:17][cH:18][c:19]2[Cl:20])[C:6](=[O:8])[O:7]1. Solvent: C(C)O (ethanol). Yields the product C(C)OC=1C(C(C1NC=1C(=C2C(N(CC2=CC1)C)=O)O)=O)=O (3-Ethoxy-4-(4-hydroxy-2-methyl-3-oxo-2,3-dihydro-1H-isoindol-5-ylamino)cyclobut-3-ene-1,2-dione). Conditions: temperature 60 celsius. The reactants are NC1=CC=C2CN(C(C2=C1O)=O)C (6-amino-7-hydroxy-2-methyl-2,3-dihydroisoindol-1-one), C(C)OC=1C(C(C1OCC)=O)=O (3,4-diethoxycyclobut-3-ene-1,2-dione). The yield is 72.7%. Procedure details: A mixture of 0.19 g (1.07 mmol) of 6-amino-7-hydroxy-2-methyl-2,3-dihydroisoindol-1-one and 0.80 g (4.70 mmol) of 3,4-diethoxycyclobut-3-ene-1,2-dione in 10 ml of ethanol was heated at 60° C. for 24 hours. The reaction medium was concentrated and was taken up with diethyl ether with stirring (formation of a precipitate). The solid obtained was filtered off, washed twice with diethyl ether and dried. 235 mg of product were obtained. Yield=73%. As a reaction SMILES: [NH2:1][C:2]1[C:10]([OH:11])=[C:9]2[C:5]([CH2:6][N:7]([CH3:13])[C:8]2=[O:12])=[CH:4][CH:3]=1.[CH2:14]([O:16][C:17]1[C:18](=O)[C:19](=[O:24])[C:20]=1[O:21]CC)[CH3:15]>C(O)C>[CH2:14]([O:16][C:17]1[C:20](=[O:21])[C:19](=[O:24])[C:18]=1[NH:1][C:2]1[C:10]([OH:11])=[C:9]2[C:5](=[CH:4][CH:3]=1)[CH2:6][N:7]([CH3:13])[C:8]2=[O:12])[CH3:15]. Starting materials: C(C1=CC=CC=C1)C1CCNCC1 (4-benzyl-piperidine), C[Si](CCOCN1C(=NC2=C1C=CC=C2)C=O)(C)C (1-(2-trimethylsilylethoxymethyl)-1H-benzoimidazole-2-carbaldehyde), ClCCCl (1,2-dichloroethane), C(C)(=O)O[BH-](OC(C)=O)OC(C)=O.[Na+] (sodium triacetoxyborohydride). Solvent: C(Cl)(Cl)Cl (chloroform), C(=O)([O-])[O-].[Na+].[Na+] (Na2CO3). Run at time 48 hour. Yields the product C(C1=CC=CC=C1)C1CCN(CC1)CC1=NC2=C(N1)C=CC=C2 (2-[4-benzyl-piperidin-1-ylmethyl]-1H-benzimidazole). Isolated yield 144.8%. As a reaction SMILES: [CH2:1]([CH:8]1[CH2:13][CH2:12][NH:11][CH2:10][CH2:9]1)[C:2]1[CH:7]=[CH:6][CH:5]=[CH:4][CH:3]=1.C[Si](C)(C)CCOC[N:20]1[C:24]2[CH:25]=[CH:26][CH:27]=[CH:28][C:23]=2[N:22]=[C:21]1[CH:29]=O.ClCCCl.C(O[BH-](OC(=O)C)OC(=O)C)(=O)C.[Na+]>C(Cl)(Cl)Cl.C([O-])([O-])=O.[Na+].[Na+]>[CH2:1]([CH:8]1[CH2:13][CH2:12][N:11]([CH2:29][C:21]2[NH:22][C:23]3[CH:28]=[CH:27][CH:26]=[CH:25][C:24]=3[N:20]=2)[CH2:10][CH2:9]1)[C:2]1[CH:7]=[CH:6][CH:5]=[CH:4][CH:3]=1 |f:3.4,6.7.8|. Procedure: A mixture of 0.5 g of 4-benzyl-piperidine, 0.5 g of 1-(2-trimethylsilylethoxymethyl)-1H-benzoimidazole-2-carbaldehyde, 5 mL of 1,2-dichloroethane and 0.5 g of sodium triacetoxyborohydride was stirred at room temperature for 48 h. The reaction mixture was diluted with 50 mL chloroform and 10 mL saturated aqueous Na2CO3 and the layers separated. The aqueous layer was extracted with 2×25 mL of chloroform and the combined organic layers dried over magnesium sulfate and concentrated under reduced pre... Reactants: O(C1=CC=CC=C1)C1=CC=C(C=C1)C1CCNCC1 (4-(4-phenoxyphenyl)-piperidine), FC1=CC=C(C=CCBr)C=C1 (4-fluorocinnamyl bromide). The product is FC1=CC=C(C=C1)/C=C/CN1CCC(CC1)C1=CC=C(C=C1)OC1=CC=CC=C1 ((E)-1-[3-(4-fluorophenyl)-2-propenyl]-4-(4-phenoxyphenyl)piperidine). RXN SMILES: [O:1]([C:8]1[CH:13]=[CH:12][C:11]([CH:14]2[CH2:19][CH2:18][NH:17][CH2:16][CH2:15]2)=[CH:10][CH:9]=1)[C:2]1[CH:7]=[CH:6][CH:5]=[CH:4][CH:3]=1.[F:20][C:21]1[CH:30]=[CH:29][C:24]([CH:25]=[CH:26][CH2:27]Br)=[CH:23][CH:22]=1>>[F:20][C:21]1[CH:30]=[CH:29][C:24](/[CH:25]=[CH:26]/[CH2:27][N:17]2[CH2:18][CH2:19][CH:14]([C:11]3[CH:12]=[CH:13][C:8]([O:1][C:2]4[CH:3]=[CH:4][CH:5]=[CH:6][CH:7]=4)=[CH:9][CH:10]=3)[CH2:15][CH2:16]2)=[CH:23][CH:22]=1. Procedure: The same procedure was followed as in Example 11 using the compound (9) synthesized in Example 2 and 4-fluorocinnamyl bromide to produce the above. Reactants: N1N=C(C=C1)N1C(C2=CC=CC=C2C1=O)=O (2-(1H-pyrazol-3-yl)-1H-isoindole-1,3(2H)-dione), BrCC1=C(C=C(C=C1)Cl)C(F)(F)F (1-(bromomethyl)-4-chloro-2-(trifluoromethyl)benzene), Intermediate 28, C([O-])([O-])=O.[K+].[K+] (potassium carbonate). Solvent: [Cl-].[Na+].O (brine), CN(C)C=O (DMF), C(Cl)Cl (DCM), O (water). Conditions: time 5 minute. Product: ClC1=CC(=C(C=C1)CN1N=C(C=C1)N1C(C2=CC=CC=C2C1=O)=O)C(F)(F)F (2-(1-{[4-chloro-2-(trifluoromethyl)phenyl]methyl}-1H-pyrazol-3-yl)-1H-isoindole-1,3(2H)-dione). Reaction SMILES: [NH:1]1[CH:5]=[CH:4][C:3]([N:6]2[C:14](=[O:15])[C:13]3[C:8](=[CH:9][CH:10]=[CH:11][CH:12]=3)[C:7]2=[O:16])=[N:2]1.C(=O)([O-])[O-].[K+].[K+].Br[CH2:24][C:25]1[CH:30]=[CH:29][C:28]([Cl:31])=[CH:27][C:26]=1[C:32]([F:35])([F:34])[F:33]>CN(C=O)C.C(Cl)Cl.O.[Cl-].[Na+].O>[Cl:31][C:28]1[CH:29]=[CH:30][C:25]([CH2:24][N:1]2[CH:5]=[CH:4][C:3]([N:6]3[C:14](=[O:15])[C:13]4[C:8](=[CH:9][CH:10]=[CH:11][CH:12]=4)[C:7]3=[O:16])=[N:2]2)=[C:26]([C:32]([F:33])([F:34])[F:35])[CH:27]=1 |f:1.2.3,8.9.10|. Procedure: A mixture of 2-(1H-pyrazol-3-yl)-1H-isoindole-1,3(2H)-dione (for a preparation see Intermediate 28)(3 g, 14.1 mmol) and potassium carbonate (2.92 g, 21.1 mmol) in DMF (30 ml) was stirred under nitrogen at ambient temperature for 5 min. To the pale yellow suspension was added 1-(bromomethyl)-4-chloro-2-(trifluoromethyl)benzene (3.85 g, 14.07 mmol, Alfa Aesar). The mixture turned to a colourless suspension. The reaction mixture was stirred at ambient temperature under nitrogen overnight. The react...